This data is from the Open Reaction Database (ORD), a public repository of structured organic reaction records. The task is: describe an organic reaction: reactants, conditions, products, and yield The reactants are C(C)(C)C1=CC=C(C=C1)CN ((4-isopropylphenyl)methanamine), BrC1=CN2C(S1)=NC(=C2)C(=O)O (2-bromoimidazo[2,1-b]thiazole-6-carboxylic acid). Yields the product BrC1=CN2C(S1)=NC(=C2)C(=O)NCC2=CC=C(C=C2)C(C)C (2-Bromo-N-(4-isopropylbenzyl)imidazo[2,1-b]thiazole-6-carboxamide). RXN SMILES: [CH:1]([C:4]1[CH:9]=[CH:8][C:7]([CH2:10][NH2:11])=[CH:6][CH:5]=1)([CH3:3])[CH3:2].[Br:12][C:13]1[S:17][C:16]2=[N:18][C:19]([C:21](O)=[O:22])=[CH:20][N:15]2[CH:14]=1>>[Br:12][C:13]1[S:17][C:16]2=[N:18][C:19]([C:21]([NH:11][CH2:10][C:7]3[CH:8]=[CH:9][C:4]([CH:1]([CH3:3])[CH3:2])=[CH:5][CH:6]=3)=[O:22])=[CH:20][N:15]2[CH:14]=1. Reported procedure: The title compound was prepared by essentially following the same procedures described for Intermediate XLIV, using (4-isopropylphenyl)methanamine and 2-bromoimidazo[2,1-b]thiazole-6-carboxylic acid as starting materials. Reactants: [Br-], CC[N+](CC)(CC)Cc1ccccc1, ClCBr, CCN(CC)S(=O)(=O)c1cc(Cl)c(Cl)c(Cl)c1S, [K+], [OH-]. The product is CCN(CC)S(=O)(=O)c1cc(Cl)c(Cl)c(Cl)c1SCCl. RXN SMILES: [Br-:24].[CH2:25]([N+:26]([CH2:27][CH3:28])([CH2:29][CH3:30])[CH2:31][CH3:32])[c:33]1[cH:34][cH:35][cH:36][cH:37][cH:38]1.[Cl:21][CH2:22][Br:23].[Cl:3][c:4]1[c:5]([SH:20])[c:6]([S:12](=[O:13])(=[O:14])[N:15]([CH2:16][CH3:17])[CH2:18][CH3:19])[cH:7][c:8]([Cl:11])[c:9]1[Cl:10].[K+:2].[OH-:1]>>[Cl:3][c:4]1[c:5]([S:20][CH2:22][Cl:21])[c:6]([S:12](=[O:13])(=[O:14])[N:15]([CH2:16][CH3:17])[CH2:18][CH3:19])[cH:7][c:8]([Cl:11])[c:9]1[Cl:10]. Run in O (water), industrial methylated spirit. The product is C(C)N(CCNC(C1=CC=C(C=C1)C=1C2=C(NN1)C1=CC=CC=C1C2)=O)CC (N-(2-diethylaminoethyl)-4-(1,4-dihydroindeno[1,2-c]pyrazol-3-yl)benzamide). As a reaction SMILES: [NH:1]1[C:5]2[C:6]3[C:11]([CH2:12][C:4]=2[C:3]([C:13]2[CH:22]=[CH:21][C:16]([C:17]([O:19]C)=O)=[CH:15][CH:14]=2)=[N:2]1)=[CH:10][CH:9]=[CH:8][CH:7]=3.[CH2:23]([N:25]([CH2:29][CH3:30])[CH2:26][CH2:27][NH2:28])[CH3:24]>O>[CH2:23]([N:25]([CH2:29][CH3:30])[CH2:26][CH2:27][NH:28][C:17](=[O:19])[C:16]1[CH:21]=[CH:22][C:13]([C:3]2[C:4]3[CH2:12][C:11]4[C:6](=[CH:7][CH:8]=[CH:9][CH:10]=4)[C:5]=3[NH:1][N:2]=2)=[CH:14][CH:15]=1)[CH3:24]. Reported procedure: A mixture of methyl 4-(1,4-dihydroindeno[1,2-c]pyrazol-3-yl)benzoate (0.3 g) and N,N-diethylethylenediamine (1 ml) was heated at 150° C. for 3.5 hours and then at 180° C. for 2 hours. The mixture was cooled and dissolved in industrial methylated spirit and this solution was preabsorbed onto silica which was applied to the top of a flash column. The column was eluted with dichloromethane/industrial methylated spirit/triethylamine (25:2:1) to give a solid which was stirred with water for 1 hour, f... Reactants: N1N=C(C2=C1C1=CC=CC=C1C2)C2=CC=C(C(=O)OC)C=C2 (methyl 4-(1,4-dihydroindeno[1,2-c]pyrazol-3-yl)benzoate), C(C)N(CCN)CC (N,N-diethylethylenediamine). Run at temperature 150 celsius, time 2 hour. Starting materials: [H][H], OCCC#Cc1ccc(-c2nnc(CSCCOc3ccccc3)o2)cc1, C1CCOC1. The product is OCCC=Cc1ccc(-c2nnc(CSCCOc3ccccc3)o2)cc1. Reaction SMILES: [H:28][H:29].[O:1]([c:2]1[cH:3][cH:4][cH:5][cH:6][cH:7]1)[CH2:8][CH2:9][S:10][CH2:11][c:12]1[o:13][c:14](-[c:17]2[cH:18][cH:19][c:20]([C:23]#[C:24][CH2:25][CH2:26][OH:27])[cH:21][cH:22]2)[n:15][n:16]1.[O:30]1[CH2:31][CH2:32][CH2:33][CH2:34]1>>[O:1]([c:2]1[cH:3][cH:4][cH:5][cH:6][cH:7]1)[CH2:8][CH2:9][S:10][CH2:11][c:12]1[o:13][c:14](-[c:17]2[cH:18][cH:19][c:20]([CH:23]=[CH:24][CH2:25][CH2:26][OH:27])[cH:21][cH:22]2)[n:15][n:16]1. Starting materials: C(C1=CC=CC=C1)OC(=O)N(CC1=C(C=CC(=C1)F)F)C[C@@H]1C[C@H](CN1C1=NC=C(C=N1)CCC)SC(C)=O ((3R,5S)-Thioacetic acid S-[5-[[benzyloxycarbonyl-(2,5-difluoro-benzyl)-amino]-methyl]-1-(5-propyl-pyrimidin-2-yl)-pyrrolidin-3-yl]ester), Br (HBr). Run in C(C)(=O)O (acetic acid). Conditions: time 12 hour. Product: FC1=C(CNC[C@@H]2C[C@H](CN2C2=NC=C(C=N2)CCC)SC(C)=O)C=C(C=C1)F ((3R,5S)-Thioacetic acid S-[5-[(2,5-difluoro-benzylamino)-methyl]-1-(5-propyl-pyrimidin-2-yl)-pyrrolidin-3-yl]ester). Isolated yield 6.2%. As a reaction SMILES: C(OC([N:11]([CH2:21][C@H:22]1[N:26]([C:27]2[N:32]=[CH:31][C:30]([CH2:33][CH2:34][CH3:35])=[CH:29][N:28]=2)[CH2:25][C@H:24]([S:36][C:37](=[O:39])[CH3:38])[CH2:23]1)[CH2:12][C:13]1[CH:18]=[C:17]([F:19])[CH:16]=[CH:15][C:14]=1[F:20])=O)C1C=CC=CC=1.Br>C(O)(=O)C>[F:20][C:14]1[CH:15]=[CH:16][C:17]([F:19])=[CH:18][C:13]=1[CH2:12][NH:11][CH2:21][C@H:22]1[N:26]([C:27]2[N:32]=[CH:31][C:30]([CH2:33][CH2:34][CH3:35])=[CH:29][N:28]=2)[CH2:25][C@H:24]([S:36][C:37](=[O:39])[CH3:38])[CH2:23]1. Procedure: To 137 mg (2.5 mmol) (3R,5S)-Thioacetic acid S-[5-[[benzyloxycarbonyl-(2,5-difluoro-benzyl)-amino]-methyl]-1-(5-propyl-pyrimidin-2-yl)-pyrrolidin-3-yl]ester in 5 ml EE were added 320 μl 33% HBr in acetic acid at 0° C. The solution was stirred at RT for 12 h, poured on NaHCO3 and the inorganic phase was extracted with EtOAc. The combined organic layers were washed with brine, dried over Na2SO4 and were evaporated. Purification with column chromatography with EtOAc as eluent yielded 65 mg (63%) (3... Starting materials: C(C1=CC=CC=C1)OC1=CC(=CC=C1)NC(=O)OC1=CC=CC=C1 (1-Benzyloxy-3-(phenoxycarbonylamino)benzene), C(C)(C)(C)OC(=O)NC1=C(C=CC=C1)NC(C1=CC=C(C=C1)CNCCCN(C)C)=O (N-(2-t-butoxycarbonylaminophenyl)-4-(3-dimethylaminopropylaminomethyl)benzamide), O (Water). The solvent is CS(=O)C (DMSO). Conditions: time 15 hour. Product: C(C1=CC=CC=C1)OC=1C=C(C=CC1)NC(N(CCCN(C)C)CC1=CC=C(C(=O)NC2=C(C=CC=C2)NC(=O)OC(C)(C)C)C=C1)=O (4-[3-(3-Benzyloxyphenyl)-1-(3-dimethylaminopropyl)ureidomethyl]-N-(2-t-butoxycarbonylaminophenyl)benzamide). Isolated yield 15.0%. RXN SMILES: [CH2:1]([O:8][C:9]1[CH:14]=[CH:13][CH:12]=[C:11]([NH:15][C:16]([O:18]C2C=CC=CC=2)=O)[CH:10]=1)[C:2]1[CH:7]=[CH:6][CH:5]=[CH:4][CH:3]=1.[C:25]([O:29][C:30]([NH:32][C:33]1[CH:38]=[CH:37][CH:36]=[CH:35][C:34]=1[NH:39][C:40](=[O:55])[C:41]1[CH:46]=[CH:45][C:44]([CH2:47][NH:48][CH2:49][CH2:50][CH2:51][N:52]([CH3:54])[CH3:53])=[CH:43][CH:42]=1)=[O:31])([CH3:28])([CH3:27])[CH3:26].O>CS(C)=O>[CH2:1]([O:8][C:9]1[CH:10]=[C:11]([NH:15][C:16](=[O:18])[N:48]([CH2:47][C:44]2[CH:45]=[CH:46][C:41]([C:40]([NH:39][C:34]3[CH:35]=[CH:36][CH:37]=[CH:38][C:33]=3[NH:32][C:30]([O:29][C:25]([CH3:26])([CH3:28])[CH3:27])=[O:31])=[O:55])=[CH:42][CH:43]=2)[CH2:49][CH2:50][CH2:51][N:52]([CH3:53])[CH3:54])[CH:12]=[CH:13][CH:14]=1)[C:2]1[CH:3]=[CH:4][CH:5]=[CH:6][CH:7]=1. Reported procedure: 1-Benzyloxy-3-(phenoxycarbonylamino)benzene (Reference Compound No. 5-1, 3.7 g, 12 mmol) was added to a solution of the mixture containing N-(2-t-butoxycarbonylaminophenyl)-4-(3-dimethylaminopropylaminomethyl)benzamide (Reference Compound No. 4-5, 10 g, 24 mmol) in DMSO (30 mL), and then the reaction mixture was stirred at room temperature for 15 hours. Water (300 mL) was added thereto, the whole was extracted with ethyl acetate (250 mL) twice, and then the organic layer was washed with brine (2...